The task is: describe an organic reaction: reactants, conditions, products, and yield. This data is from the Open Reaction Database (ORD), a public repository of structured organic reaction records. The reactants are NC=1C(=NC=CC1)Cl (3-amino-2-chloropyridine), C(C=1C(=CC=CC1)OC)=O (o-anisaldehyde), C(C)(=O)O[BH-](OC(C)=O)OC(C)=O.[Na+] (sodium triacetoxyborohydride). Run in C(C)(=O)O (acetic acid). Conditions: temperature 25 celsius, time 10 minute. Yields the product ClC1=NC=CC=C1NCC1=C(C=CC=C1)OC (2-Chloro-3-(2-methoxybenzylamino)pyridine). Yield: 112.8%. RXN SMILES: [NH2:1][C:2]1[C:3]([Cl:8])=[N:4][CH:5]=[CH:6][CH:7]=1.[CH:9](=O)[C:10]1[C:11]([O:16][CH3:17])=[CH:12][CH:13]=[CH:14][CH:15]=1.C(O[BH-](OC(=O)C)OC(=O)C)(=O)C.[Na+]>C(O)(=O)C>[Cl:8][C:3]1[C:2]([NH:1][CH2:9][C:10]2[CH:15]=[CH:14][CH:13]=[CH:12][C:11]=2[O:16][CH3:17])=[CH:7][CH:6]=[CH:5][N:4]=1 |f:2.3|. Procedure details: To a 5 L 3-necked round bottom flask fitted with mechanical stirrer, thermometer, addition funnel, and nitrogen inlet, were added 1.6 L of acetic acid and 80.0 grams (0.62 moles) of 3-amino-2-chloropyridine. The mixture was agitated for approx. 10 minutes at 25° C. for dissolution. To the resulting solution was charged 105.9 grams (119.3 mL/0.78 moles/1.25 equivalents) of o-anisaldehyde (2-methoxybenzaldehyde), upon which was obtained a yellow solution after stirring 10 minutes at 25° C. Over a ... The reactants are [BH4-].[Na+] (sodium borohydride), C(C)(=O)[O-].[NH4+] (Ammonium acetate), FC1=CC=C(C=C1)N1[C@@H]([C@H](C1=O)SCC(=O)C1=CC=C(C=C1)F)C1=CC=C(OCC(=O)NCC(=O)O)C=C1 (N-{[4-((2R,3R)-1-(4-Fluorophenyl)-3-{[2-(4-fluorophenyl)-2-oxoethyl]thio}-4-oxoazetidin-2-yl)phenoxy]acetyl}glycine), CN1CCOCC1 (N-methylmorpholine), CN(C)C(=[N+](C)C)ON1C2=C(C=CC=C2)N=N1.[B-](F)(F)(F)F (TBTU), Br.N[C@@H](C(=O)O)CCC1=CC=C(C=C1)O ((2R)-2-amino-4-(4-hydroxyphenyl)butanoic acid hydrobromide). Solvent: CO (MeOH), CN(C)C=O (DMF). Reaction conditions: time 1.5 hour. The product is FC1=CC=C(C=C1)N1[C@@H]([C@H](C1=O)SCC(O)C1=CC=C(C=C1)F)C1=CC=C(OCC(=O)NCC(=O)N[C@@H](C(=O)O)CCC2=CC=C(C=C2)O)C=C1 ((2R)-2-[(N-{[4-((2R,3R)-1-(4-fluorophenyl)-3-{[2-(4-fluorophenyl)-2-hydroxyethyl]thio}-4-oxoazetidin-2-yl)phenoxy]acetyl}glycyl)amino]-4-(4-hydroxyphenyl)butanoic acid), solid. Yield: 47.0%. Reaction SMILES: [F:1][C:2]1[CH:7]=[CH:6][C:5]([N:8]2[C:11](=[O:12])[C@H:10]([S:13][CH2:14][C:15]([C:17]3[CH:22]=[CH:21][C:20]([F:23])=[CH:19][CH:18]=3)=[O:16])[C@H:9]2[C:24]2[CH:38]=[CH:37][C:27]([O:28][CH2:29][C:30]([NH:32][CH2:33]C(O)=O)=[O:31])=[CH:26][CH:25]=2)=[CH:4][CH:3]=1.CN1CC[O:43][CH2:42]C1.CN(C(ON1N=NC2C=CC=CC1=2)=[N+](C)C)C.[B-](F)(F)(F)F.Br.[NH2:69][C@H:70]([CH2:74][CH2:75][C:76]1[CH:81]=[CH:80][C:79]([OH:82])=[CH:78][CH:77]=1)[C:71]([OH:73])=[O:72].[BH4-].[Na+].C([O-])(=O)C.[NH4+]>CN(C=O)C.CO>[F:1][C:2]1[CH:7]=[CH:6][C:5]([N:8]2[C:11](=[O:12])[C@H:10]([S:13][CH2:14][CH:15]([C:17]3[CH:18]=[CH:19][C:20]([F:23])=[CH:21][CH:22]=3)[OH:16])[C@H:9]2[C:24]2[CH:38]=[CH:37][C:27]([O:28][CH2:29][C:30]([NH:32][CH2:33][C:42]([NH:69][C@H:70]([CH2:74][CH2:75][C:76]3[CH:77]=[CH:78][C:79]([OH:82])=[CH:80][CH:81]=3)[C:71]([OH:73])=[O:72])=[O:43])=[O:31])=[CH:26][CH:25]=2)=[CH:4][CH:3]=1 |f:2.3,4.5,6.7,8.9|. Procedure details: N-{[4-((2R,3R)-1-(4-Fluorophenyl)-3-{[2-(4-fluorophenyl)-2-oxoethyl]thio}-4-oxoazetidin-2-yl)phenoxy]acetyl}glycine (15.2 mg, 0.028 mmol) and N-methylmorpholine (15 μl, 0.14 mmol) were dissolved in DMF (2 ml). TBTU (10.5 mg, 0.033 mmol) was added and after 20 minutes (2R)-2-amino-4-(4-hydroxyphenyl)butanoic acid hydrobromide (9.2 mg, 0.033 mmol) was added. The reaction mixture was stirred for 1.5 h. The formation of the intermediate acid was confirmed. M/z: 718.3. MeOH (2 ml) and sodium borohydr... Procedure: To a solution of 2-hydroxynaphtoic acid (2.02 g, 10.7 mmol) in dichloromethane (45 mL) and THF (2 mL) were added 2-trimethylsilylethanol (4.6 mL, 32.2 mmol) and 4-dimethylaminopyridine (1.07 g, 8.9 mmol) under N2. The mixture was cooled to 0° C. and 1,3-dicyclohexylcarbodiimide (2.33 g, 11.3 mmol) was added. After removal of the ice bath, the mixture was stirred for 3 h at room temperature. 2N HCl was added to adjust the pH to 2, and the mixture was filtered to remove urea. After the separation ... Isolated yield 94.6%. RXN SMILES: [OH:1][C:2]1[CH:11]=[CH:10][C:9]2[C:4](=[CH:5][CH:6]=[CH:7][CH:8]=2)[C:3]=1[C:12]([OH:14])=[O:13].[CH3:15][Si:16]([CH3:21])([CH3:20])[CH2:17][CH2:18]O.C1(N=C=NC2CCCCC2)CCCCC1>ClCCl.C1COCC1.CN(C)C1C=CN=CC=1>[CH3:15][Si:16]([CH3:21])([CH3:20])[CH2:17][CH2:18][O:13][C:12]([C:3]1[C:4]2[C:9](=[CH:8][CH:7]=[CH:6][CH:5]=2)[CH:10]=[CH:11][C:2]=1[OH:1])=[O:14]. The reagents and catalysts are CN(C1=CC=NC=C1)C (4-dimethylaminopyridine). Reaction conditions: temperature 0 celsius, time 3 hour. Run in ClCCl (dichloromethane), C1CCOC1 (THF). The product is C[Si](CCOC(=O)C1=C(C=CC2=CC=CC=C12)O)(C)C (2-hydroxy-naphthalene-1-carboxylic acid 2-trimethylsilanyl-ethyl ester). Starting materials: C1(CCCCC1)N=C=NC1CCCCC1 (1,3-dicyclohexylcarbodiimide), OC1=C(C2=CC=CC=C2C=C1)C(=O)O (2-hydroxynaphtoic acid), C[Si](CCO)(C)C (2-trimethylsilylethanol). Starting materials: N#CCBr, O=C(O)c1c[nH]c2cc(Br)ccc12, CN(C)C=O, Cl, [H-], [Na+], O. Product: N#CCn1cc(C(=O)O)c2ccc(Br)cc21. Reaction SMILES: [Br:16][CH2:17][C:18]#[N:19].[Br:1][c:2]1[cH:3][cH:4][c:5]2[c:6]([C:11](=[O:12])[OH:13])[cH:7][nH:8][c:9]2[cH:10]1.[CH3:21][N:22]([CH3:23])[CH:24]=[O:25].[ClH:20].[H-:14].[Na+:15].[OH2:26]>>[Br:1][c:2]1[cH:3][cH:4][c:5]2[c:6]([C:11](=[O:12])[OH:13])[cH:7][n:8]([CH2:17][C:18]#[N:19])[c:9]2[cH:10]1. Starting materials: NC1=C(C=C(C=C1)C(=O)OC)O (2-amino-5-methoxycarbonylphenol), C(C)(=O)OCC (ethyl acetate), C(O)([O-])=O.[Na+] (sodium hydrogen carbonate), BrC(C(=O)Br)CC (2-bromobutyryl bromide). Run in O (water). Conditions: time 10 minute. Product: C(C)C1OC2=C(NC1=O)C=CC(=C2)C(=O)OC (2-ethyl-7-methoxycarbonyl-3-oxo-3,4-dihydro-2H-1,4-benzoxazine). Yield: 87.0%. Reaction SMILES: [NH2:1][C:2]1[CH:7]=[CH:6][C:5]([C:8]([O:10][CH3:11])=[O:9])=[CH:4][C:3]=1[OH:12].C(OCC)(=O)C.C(=O)([O-])O.[Na+].Br[CH:25]([CH2:29][CH3:30])[C:26](Br)=[O:27]>O>[CH2:29]([CH:25]1[C:26](=[O:27])[NH:1][C:2]2[CH:7]=[CH:6][C:5]([C:8]([O:10][CH3:11])=[O:9])=[CH:4][C:3]=2[O:12]1)[CH3:30] |f:2.3|. Procedure details: To a solution of 2-amino-5-methoxycarbonylphenol [Tetrahedron, 46(15), 5177-5186 (1990)] (9.80 g) in a mixed solvent of ethyl acetate (200 ml) and water (200 ml) were added sodium hydrogen carbonate (7.30 g) and 2-bromobutyryl bromide (13.70 g) and the mixture was stirred at room temperature for 10 minutes. The organic layer was separated and the solvent was distilled off under reduced pressure. The resulting residue was dissolved in dimethylformamide (500 ml), to the solution was added potassiu... Starting materials: S(=O)(Cl)Cl (thionyl chloride), N(=O)[O-].[Na+] (sodium nitrite), NC=1C=CC(=NC1)Cl (5-Amino-2-chloropyridine), Cl (HCl). Reagents/catalysts: [Cu]Cl (copper (I) chloride). The solvent is O (water), O (water). Reaction conditions: time 8 hour. Product: ClC1=NC=C(C=C1)S(=O)(=O)Cl (2-chloropyridine-5-sulfonyl chloride). Isolated yield 82.0%. As a reaction SMILES: [S:1]([Cl:4])(Cl)=[O:2].N[C:6]1[CH:7]=[CH:8][C:9]([Cl:12])=[N:10][CH:11]=1.Cl.N([O-])=[O:15].[Na+]>O.[Cu]Cl>[Cl:12][C:9]1[CH:8]=[CH:7][C:6]([S:1]([Cl:4])(=[O:2])=[O:15])=[CH:11][N:10]=1 |f:3.4|. Procedure: A solution of SO2 was prepared by adding thionyl chloride (24.2 mL) into stirring water (144 mL) containing copper (I) chloride (87.0 mg). The solution was then stirred at room temperature overnight. 5-Amino-2-chloropyridine (10.0 g, 77.8 mmol) was added into stirring conc. aq. HCl (80 mL) portionwise. The mixture was stirred until all solid dissolved and was then cooled to −5° C. Into the mixture was added dropwise a solution of sodium nitrite (5.9 g, 85.6 mmol) dissolved in 24 mL of water whil... Reactants: NC1=CC2=C(C3=CC=CC=C3N=C2C=C1)C1=CC=C(C=C1)C (2-amino-9-(4-methylphenyl)acridine), NC1=CC2=C(C3=CC=CC=C3N=C2C=C1)C1=CC=C(C=C1)C (2-amino-9-(4-methylphenyl)acridine), CS(=O)(=O)Cl (methanesulfonyl chloride), N12NCC(CC1)CC2 (diazabicyclo[2.2.2]octane). Solvent: C(C)#N (acetonitrile). Conditions: temperature 20 celsius, time 8 hour. The product is CS(=O)(=O)N(S(=O)(=O)C)C1=CC2=C(C3=CC=CC=C3N=C2C=C1)C1=CC=C(C=C1)C (2-[N,N-bis(methanesulfonyl)amino]-9-(4-methylphenyl)acridine). Reaction SMILES: [NH2:1][C:2]1[CH:15]=[CH:14][C:13]2[C:4](=[C:5]([C:16]3[CH:21]=[CH:20][C:19]([CH3:22])=[CH:18][CH:17]=3)[C:6]3[C:11]([N:12]=2)=[CH:10][CH:9]=[CH:8][CH:7]=3)[CH:3]=1.[CH3:23][S:24](Cl)(=[O:26])=[O:25].N12CCC(CC1)CN2>C(#N)C>[CH3:23][S:24]([N:1]([C:2]1[CH:15]=[CH:14][C:13]2[C:4](=[C:5]([C:16]3[CH:21]=[CH:20][C:19]([CH3:22])=[CH:18][CH:17]=3)[C:6]3[C:11]([N:12]=2)=[CH:10][CH:9]=[CH:8][CH:7]=3)[CH:3]=1)[S:24]([CH3:23])(=[O:26])=[O:25])(=[O:26])=[O:25]. Procedure details: 5.68 pbw of 2-amino-9-(4-methylphenyl)acridine (compound 12d) were dissolved with 20.3 pbw of methanesulfonyl chloride and 22.4 pbw of diazabicyclo[2.2.2]octane in 120 pbv of acetonitrile and the solution heated for 2 hours under reflux. After cooling to 20° C., filtration was carried out and the red filtrate added dropwise to 1000 pbv of 0.5% strength ammonia solution. After standing overnight, the precipitate was filtered off by suction and crystallized from 135 pbv of ethanol. Yield: 1.76 pbw...